This data is from the Open Reaction Database (ORD), a public repository of structured organic reaction records. The task is: describe an organic reaction: reactants, conditions, products, and yield Starting materials: Fc1ccc(Oc2ccc3nc(Cl)nc(Cl)c3c2)c(F)c1, N. Yields the product Nc1nc(Cl)nc2ccc(Oc3ccc(F)cc3F)cc12. RXN SMILES: [Cl:1][c:2]1[n:3][c:4]2[cH:5][cH:6][c:7]([O:13][c:14]3[c:15]([F:21])[cH:16][c:17]([F:20])[cH:18][cH:19]3)[cH:8][c:9]2[c:10]([Cl:12])[n:11]1.[NH3:22]>>[Cl:1][c:2]1[n:3][c:4]2[cH:5][cH:6][c:7]([O:13][c:14]3[c:15]([F:21])[cH:16][c:17]([F:20])[cH:18][cH:19]3)[cH:8][c:9]2[c:10]([NH2:22])[n:11]1. Procedure: N-(4-((6-amino-5-(4-phenoxyphenyl)pyrimidin-4-yl)amino)bicyclo[2.1.1]hexan-1-yl)acrylamide was prepared from 5,6-dichloropyrimidin-4-amine, benzyl (4-aminobicyclo[2.1.1]hexan-1-yl)carbamate hydrochloride, (4-phenoxyphenyl)boronic acid, and acryloyl chloride using methods B, C, hydrogenation, and F. HPLC: 100%. MS: m/z=428 [M+H]+. 1H-NMR (DMSO-d6) δ 8.46 (s, 1H), 8.32 (s, 1H), 7.44 (t, 2H), 7.27-7.12 (m, 8H), 6.85 (broad s, 2H), 6.18 (dd, 1H), 6.04 (d, 1H), 5.54 (d, 1H), 1.99-1.94 (m, 4H), 1.85-1... The reactants are ClC=1C(=NC=NC1Cl)N (5,6-dichloropyrimidin-4-amine), Cl.NC12CCC(C1)(C2)NC(OCC2=CC=CC=C2)=O (benzyl (4-aminobicyclo[2.1.1]hexan-1-yl)carbamate hydrochloride), O(C1=CC=CC=C1)C1=CC=C(C=C1)B(O)O ((4-phenoxyphenyl)boronic acid), C(C=C)(=O)Cl (acryloyl chloride). The product is NC1=C(C(=NC=N1)NC12CCC(C1)(C2)NC(C=C)=O)C2=CC=C(C=C2)OC2=CC=CC=C2 (N-(4-((6-amino-5-(4-phenoxyphenyl)pyrimidin-4-yl)amino)bicyclo[2.1.1]hexan-1-yl)acrylamide). Reaction SMILES: Cl[C:2]1[C:3]([NH2:9])=[N:4][CH:5]=[N:6][C:7]=1Cl.Cl.[NH2:11][C:12]12[CH2:17][C:15]([NH:18][C:19](=[O:28])OCC3C=CC=CC=3)([CH2:16]1)[CH2:14][CH2:13]2.[O:29]([C:36]1[CH:41]=[CH:40][C:39](B(O)O)=[CH:38][CH:37]=1)[C:30]1[CH:35]=[CH:34][CH:33]=[CH:32][CH:31]=1.[C:45](Cl)(=O)[CH:46]=C>>[NH2:9][C:3]1[N:4]=[CH:5][N:6]=[C:7]([NH:11][C:12]23[CH2:16][C:15]([NH:18][C:19](=[O:28])[CH:45]=[CH2:46])([CH2:17]2)[CH2:14][CH2:13]3)[C:2]=1[C:33]1[CH:34]=[CH:35][C:30]([O:29][C:36]2[CH:41]=[CH:40][CH:39]=[CH:38][CH:37]=2)=[CH:31][CH:32]=1 |f:1.2|. Starting materials: ClCCl, O=C(O)C(F)(F)F, CC(C)(C)OC(=O)NCCCCCN(Cc1ccccn1)Cc1ccccn1. Reaction SMILES: [Cl:29][CH2:30][Cl:31].[F:32][C:33]([F:34])([F:35])[C:36]([OH:37])=[O:38].[n:1]1[c:2]([CH2:7][N:8]([CH2:9][CH2:10][CH2:11][CH2:12][CH2:13][NH:14][C:15](=[O:16])[O:17][C:18]([CH3:19])([CH3:20])[CH3:21])[CH2:22][c:23]2[n:24][cH:25][cH:26][cH:27][cH:28]2)[cH:3][cH:4][cH:5][cH:6]1>>[n:1]1[c:2]([CH2:7][N:8]([CH2:9][CH2:10][CH2:11][CH2:12][CH2:13][NH2:14])[CH2:22][c:23]2[n:24][cH:25][cH:26][cH:27][cH:28]2)[cH:3][cH:4][cH:5][cH:6]1. Yields the product NCCCCCN(Cc1ccccn1)Cc1ccccn1. The reactants are O=C1C2=CC(=CC=C2OC2=NC=3C=CC=CC3C=C21)C2=CC=C(C=O)C=C2 (4-(12-Oxo-12H-chromeno[2,3-b]quinolin-2-yl)benzaldehyde), Cl.N(C)CC(=O)O (sarcosine hydrochloride), CN1CCC(=C2C=3C=CC=CC3CCC4=C2N=CC=C4)CC1 (azatadine), C(C1=CC=CC=C1)=O (benzaldehyde). The product is COC(=O)C1CN(C1)CC1=CC=C(C=C1)C=1C=C2C(C=3C(=NC=4C=CC=CC4C3)OC2=CC1)=O (Methyl-1-(4-(12-oxo-12H-chromeno[2,3-b]quinolin-2-yl)benzyl)azetidine-3-carboxylate). Isolated yield 48.0%. RXN SMILES: [O:1]=[C:2]1[C:19]2[C:10](=[N:11][C:12]3[CH:13]=[CH:14][CH:15]=[CH:16][C:17]=3[CH:18]=2)[O:9][C:8]2[C:3]1=[CH:4][C:5]([C:20]1[CH:27]=[CH:26][C:23](C=O)=[CH:22][CH:21]=1)=[CH:6][CH:7]=2.CN1CCC(=C2[C:43]3[N:44]=[CH:45]C=[CH:47][C:42]=3[CH2:41]CC3C=CC=CC2=3)CC1.[CH:50](=[O:57])C1C=CC=CC=1.Cl.N(CC(O)=[O:63])C>>[CH3:50][O:57][C:41]([CH:42]1[CH2:47][N:44]([CH2:45][C:23]2[CH:22]=[CH:21][C:20]([C:5]3[CH:4]=[C:3]4[C:8](=[CH:7][CH:6]=3)[O:9][C:10]3=[N:11][C:12]5[CH:13]=[CH:14][CH:15]=[CH:16][C:17]=5[CH:18]=[C:19]3[C:2]4=[O:1])=[CH:27][CH:26]=2)[CH2:43]1)=[O:63] |f:3.4|. Procedure details: When the product of Step C and azatadine 3 methylcarboxylate hydrochloride were substituted for 4-(5-(((4-fluorophenyl))isopropyl)amino)methyl)thiophen-2-yl)benzaldehyde and sarcosine hydrochloride, respectively, in Example 22, Step C, the similar procedure afforded the title compound in 48% yield, as pale paste. 1H-NMR (CDCl3) 9.32 (s, 1H); 8.53 (s, 1H); 8.12-8.07 (m, 2H); 8.00 (dd, 1H, J=8.7, 2.4 Hz); 7.91 (t, 1H, J=5.55 Hz); 7.7-7.6 (m, 4H); 7.38 (d, 2H, J=8.22 Hz); 3.71 (s, 3H); 3.67 (s, 2H)... The reactants are [Cl-].[Cl-].[Ca+2].[O-]S(=O)(=O)[O-].[Ca+2] (CaCl2 Drierite), C1(=CC=CC=C1)P(=O)(C1=CC=CC=C1)Cl (diphenylphosphinyl chloride), C(C)(C)(C1=CC=C(C=C1)O)C1=CC=C(C=C1)O (4,4'-isopropylidenediphenol). Reagents/catalysts: CN(C1=CC=NC=C1)C (4-dimethylaminopyridine). Solvent: N1=CC=CC=C1 (pyridine). Conditions: time 16 hour. The product is C1(=CC=CC=C1)P(=O)(OC1=CC=C(C=C1)C(C)(C)C1=CC=C(C=C1)OP(=O)(C1=CC=CC=C1)C1=CC=CC=C1)C1=CC=CC=C1 (2,2-Bis[4(diphenylphosphinyloxy)phenyl]-propane). The yield is 91.6%. RXN SMILES: [Cl-].[Cl-].[Ca+2].[O-]S([O-])(=O)=O.[Ca+2].[C:10]([C:20]1[CH:25]=[CH:24][C:23]([OH:26])=[CH:22][CH:21]=1)([C:13]1[CH:18]=[CH:17][C:16]([OH:19])=[CH:15][CH:14]=1)([CH3:12])[CH3:11].[C:27]1([P:33](Cl)([C:35]2[CH:40]=[CH:39][CH:38]=[CH:37][CH:36]=2)=[O:34])[CH:32]=[CH:31][CH:30]=[CH:29][CH:28]=1>CN(C)C1C=CN=CC=1.N1C=CC=CC=1>[C:27]1([P:33]([C:35]2[CH:40]=[CH:39][CH:38]=[CH:37][CH:36]=2)([O:26][C:23]2[CH:22]=[CH:21][C:20]([C:10]([C:13]3[CH:14]=[CH:15][C:16]([O:19][P:33]([C:35]4[CH:36]=[CH:37][CH:38]=[CH:39][CH:40]=4)([C:27]4[CH:32]=[CH:31][CH:30]=[CH:29][CH:28]=4)=[O:34])=[CH:17][CH:18]=3)([CH3:12])[CH3:11])=[CH:25][CH:24]=2)=[O:34])[CH:32]=[CH:31][CH:30]=[CH:29][CH:28]=1 |f:0.1.2.3.4|. Reported procedure: An oven-dried 100 mL 3-necked flask equipped with a magnetic stirring bar, a reflux condenser carrying a CaCl2 -Drierite tuber and a heating mantle, was charged with 4,4'-isopropylidenediphenol (3.6 g, 15.8 mmol), 4-dimethylaminopyridine (0.39 g, 3.2 mmol), and anhydrous pyridine (35 mL), and the stirred solution was treated slowly with diphenylphosphinyl chloride (6.5 mL, 34.1 mmol) via syringe. The resulting mixture was heated at reflux for 7 hours, then was allowed to stand at room temperatur... RXN SMILES: [C:12]([CH3:13])([CH3:14])([CH3:15])[c:16]1[n:17][c:18]2[c:19]([n:20]1[CH2:21][CH:22]1[CH2:23][CH2:24][O:25][CH2:26][CH2:27]1)[cH:28][cH:29][c:30]([S:32](=[O:33])(=[O:34])[Cl:35])[cH:31]2.[CH2:36]1[O:37][CH2:38][CH2:39][CH2:40]1.[H-:10].[Na+:11].[nH:1]1[cH:2][c:3]([C:6](=[O:7])[O:8][CH3:9])[cH:4][cH:5]1>>[n:1]1([S:32]([c:30]2[cH:29][cH:28][c:19]3[c:18]([n:17][c:16]([C:12]([CH3:13])([CH3:14])[CH3:15])[n:20]3[CH2:21][CH:22]3[CH2:23][CH2:24][O:25][CH2:26][CH2:27]3)[cH:31]2)(=[O:33])=[O:34])[cH:2][c:3]([C:6](=[O:7])[O:8][CH3:9])[cH:4][cH:5]1. Yields the product COC(=O)c1ccn(S(=O)(=O)c2ccc3c(c2)nc(C(C)(C)C)n3CC2CCOCC2)c1. Reactants: CC(C)(C)c1nc2cc(S(=O)(=O)Cl)ccc2n1CC1CCOCC1, C1CCOC1, [H-], [Na+], COC(=O)c1cc[nH]c1.